This data is from the Open Reaction Database (ORD), a public repository of structured organic reaction records. The task is: describe an organic reaction: reactants, conditions, products, and yield The reactants are COC(=O)c1nc(-c2cccc(C)c2)sc1C, CO, Cl, [Na+], [OH-]. Product: Cc1cccc(-c2nc(C(=O)O)c(C)s2)c1. As a reaction SMILES: [CH3:1][c:2]1[cH:3][c:4](-[c:8]2[s:9][c:10]([CH3:17])[c:11]([C:13](=[O:14])[O:15][CH3:16])[n:12]2)[cH:5][cH:6][cH:7]1.[CH3:21][OH:22].[ClH:20].[Na+:19].[OH-:18]>>[CH3:1][c:2]1[cH:3][c:4](-[c:8]2[s:9][c:10]([CH3:17])[c:11]([C:13](=[O:14])[OH:15])[n:12]2)[cH:5][cH:6][cH:7]1. The reactants are COC(=O)C(CC1CCCC1)c1ccc(C#Cc2ccccn2)cc1, CO, [Li+], C1CCOC1, [OH-], O. Product: O=C(O)C(CC1CCCC1)c1ccc(C#Cc2ccccn2)cc1. As a reaction SMILES: [CH3:1][O:2][C:3]([CH:4]([CH2:5][CH:6]1[CH2:7][CH2:8][CH2:9][CH2:10]1)[c:11]1[cH:12][cH:13][c:14]([C:17]#[C:18][c:19]2[n:20][cH:21][cH:22][cH:23][cH:24]2)[cH:15][cH:16]1)=[O:25].[CH3:28][OH:29].[Li+:26].[O:31]1[CH2:32][CH2:33][CH2:34][CH2:35]1.[OH-:27].[OH2:30]>>[O:2]=[C:3]([CH:4]([CH2:5][CH:6]1[CH2:7][CH2:8][CH2:9][CH2:10]1)[c:11]1[cH:12][cH:13][c:14]([C:17]#[C:18][c:19]2[n:20][cH:21][cH:22][cH:23][cH:24]2)[cH:15][cH:16]1)[OH:25]. Procedure details: (9-(9-Hydroxy-8-methylnonyl)-1-oxa-4,9-diazaspiro[5.5]undecan-4-yl)(2-isopropylthiazol-4-yl)methanone (example 283, step b) (100 mg), carbon tetrabromide (143 mg) and imidazole (30 mg) were dissolved in DCM (5 mL). The solution was cooled to 0° C. and a solution of triphenylphosphine (85 mg) in DCM (1 mL) was added dropwise. The reaction mixture was stirred at this temperature for 1 hour then at room temperature for 2 hours. A further amount of carbon tetrabromide (150 mg) was added, the mixture... Yields the product BrCC(CCCCCCCN1CCC2(CN(CCO2)C(=O)C=2N=C(SC2)C(C)C)CC1)C ((9-(9-Bromo-8-methylnonyl)-1-oxa-4,9-diazaspiro[5.5]undecan-4-yl)(2-isopropylthiazol-4-yl)methanone). Reaction conditions: temperature 0 celsius, time 1 hour. Run in C(Cl)Cl (DCM), O (water), C(Cl)Cl (DCM), C(Cl)Cl (DCM). Reactants: C1(=CC=CC=C1)P(C1=CC=CC=C1)C1=CC=CC=C1 (triphenylphosphine), C(Br)(Br)(Br)Br (carbon tetrabromide), C1(=CC=CC=C1)P(C1=CC=CC=C1)C1=CC=CC=C1 (triphenylphosphine), OCC(CCCCCCCN1CCC2(CN(CCO2)C(=O)C=2N=C(SC2)C(C)C)CC1)C ((9-(9-Hydroxy-8-methylnonyl)-1-oxa-4,9-diazaspiro[5.5]undecan-4-yl)(2-isopropylthiazol-4-yl)methanone), C(Br)(Br)(Br)Br (carbon tetrabromide), N1C=NC=C1 (imidazole). Reaction SMILES: O[CH2:2][CH:3]([CH3:32])[CH2:4][CH2:5][CH2:6][CH2:7][CH2:8][CH2:9][CH2:10][N:11]1[CH2:31][CH2:30][C:14]2([O:19][CH2:18][CH2:17][N:16]([C:20]([C:22]3[N:23]=[C:24]([CH:27]([CH3:29])[CH3:28])[S:25][CH:26]=3)=[O:21])[CH2:15]2)[CH2:13][CH2:12]1.C(Br)(Br)(Br)[Br:34].N1C=CN=C1.C1(P(C2C=CC=CC=2)C2C=CC=CC=2)C=CC=CC=1>C(Cl)Cl.O>[Br:34][CH2:2][CH:3]([CH3:32])[CH2:4][CH2:5][CH2:6][CH2:7][CH2:8][CH2:9][CH2:10][N:11]1[CH2:31][CH2:30][C:14]2([O:19][CH2:18][CH2:17][N:16]([C:20]([C:22]3[N:23]=[C:24]([CH:27]([CH3:29])[CH3:28])[S:25][CH:26]=3)=[O:21])[CH2:15]2)[CH2:13][CH2:12]1. Starting materials: COC=1C=CC=2N(C1)C(=CN2)C(=O)O (6-Methoxyimidazo[1,2-a]pyridine-3-carboxylic acid), CCN(C(C)C)C(C)C (DIEA), C(C(=O)Cl)(=O)Cl (Oxalyl chloride), C(C1=CC=CC=C1)N1N=CC=2C(=CC=CC12)N (1-benzyl-1H-indazol-4-amine). Run in C(Cl)Cl (DCM), CN(C)C=O (DMF). The product is C(C1=CC=CC=C1)N1N=CC2=C(C=CC=C12)NC(=O)C1=CN=C2N1C=C(C=C2)OC (N-(1-benzyl-1H-indazol-4-yl)-6-methoxyimidazo[1,2-a]pyridine-3-carboxamide). Isolated yield 24.5%. As a reaction SMILES: [CH3:1][O:2][C:3]1[CH:4]=[CH:5][C:6]2[N:7]([C:9]([C:12]([OH:14])=O)=[CH:10][N:11]=2)[CH:8]=1.C(Cl)(=O)C(Cl)=O.[CH2:21]([N:28]1[C:36]2[CH:35]=[CH:34][CH:33]=[C:32]([NH2:37])[C:31]=2[CH:30]=[N:29]1)[C:22]1[CH:27]=[CH:26][CH:25]=[CH:24][CH:23]=1.CCN(C(C)C)C(C)C>C(Cl)Cl.CN(C=O)C>[CH2:21]([N:28]1[C:36]2[C:31](=[C:32]([NH:37][C:12]([C:9]3[N:7]4[CH:8]=[C:3]([O:2][CH3:1])[CH:4]=[CH:5][C:6]4=[N:11][CH:10]=3)=[O:14])[CH:33]=[CH:34][CH:35]=2)[CH:30]=[N:29]1)[C:22]1[CH:23]=[CH:24][CH:25]=[CH:26][CH:27]=1. Procedure details: 6-Methoxyimidazo[1,2-a]pyridine-3-carboxylic acid (29.5 mg, 0.154 mmol) was taken up in DCM. Oxalyl chloride (1.1 equivalents) was added followed by a drop of DMF. The reaction was stirred at ambient temperature until bubbling ceased, and then 1-benzyl-1H-indazol-4-amine (34.3 mg, 0.154 mmol) was added followed by DIEA (1.2 equivalents). The reaction was stirred at ambient temperature overnight. The reaction was concentrated, triturated with ether and purified by Preparative TLC (1 mm) eluting w... The reactants are [BH4-], COC(=O)C(CCC=O)c1c(-c2ccc(C)cc2)nc2ccc(C)cn12, CN, CO, CO, CCOC(C)=O, [Na+], O. Yields the product Cc1ccc(-c2nc3ccc(C)cn3c2C2CCCN(C)C2=O)cc1. Reaction SMILES: [BH4-:29].[CH3:1][O:2][C:3]([CH:4]([CH2:5][CH2:6][CH:7]=[O:8])[c:9]1[c:10](-[c:19]2[cH:20][cH:21][c:22]([CH3:25])[cH:23][cH:24]2)[n:11][c:12]2[n:13]1[cH:14][c:15]([CH3:18])[cH:16][cH:17]2)=[O:26].[CH3:27][NH2:28].[CH3:32][OH:33].[CH3:34][OH:35].[CH3:36][CH2:37][O:38][C:39]([CH3:40])=[O:41].[Na+:30].[OH2:31]>>[C:3]1(=[O:26])[CH:4]([c:9]2[c:10](-[c:19]3[cH:20][cH:21][c:22]([CH3:25])[cH:23][cH:24]3)[n:11][c:12]3[n:13]2[cH:14][c:15]([CH3:18])[cH:16][cH:17]3)[CH2:5][CH2:6][CH2:7][N:28]1[CH3:27]. The reactants are ClC=1N=C(C2=CC(=C(C=C2C1C=O)OC)OC)C1=CC=C(C=C1)Cl (3-Chloro-1-(4-chlorophenyl)-6,7-dimethoxy-isoquinoline-4-aldehyde), CN(CCCN)C (3-dimethylaminopropylamine), CN(C=O)C (dimethylformamide). Solvent: CO (CH3OH). Reaction conditions: time 3 hour. Yields the product ClC=1N=C(C2=CC(=C(C(=C2C1CCCN(C)C)CN)OC)OC)C1=CC=C(C=C1)Cl (3-chloro-1-(4-chlorophenyl)-6,7-dimethoxy-4-(3-dimethylaminopropyl)-aminomethyl-isoquinoline). As a reaction SMILES: [Cl:1][C:2]1[N:3]=[C:4]([C:18]2[CH:23]=[CH:22][C:21]([Cl:24])=[CH:20][CH:19]=2)[C:5]2[C:10]([C:11]=1[CH:12]=O)=[CH:9][C:8]([O:14][CH3:15])=[C:7]([O:16][CH3:17])[CH:6]=2.[CH3:25][N:26]([CH3:31])[CH2:27][CH2:28]CN.[CH3:32][N:33](C)C=O>CO>[Cl:1][C:2]1[N:3]=[C:4]([C:18]2[CH:23]=[CH:22][C:21]([Cl:24])=[CH:20][CH:19]=2)[C:5]2[C:10]([C:11]=1[CH2:12][CH2:28][CH2:27][N:26]([CH3:31])[CH3:25])=[C:9]([CH2:32][NH2:33])[C:8]([O:14][CH3:15])=[C:7]([O:16][CH3:17])[CH:6]=2. Procedure details: 3.62 g 3-Chloro-1-(4-chlorophenyl)-6,7-dimethoxy-isoquinoline-4-aldehyde is heated to 80° C. within 4 hours in conjunction with 3.06 g of 3-dimethylaminopropylamine in 100 ml dimethylformamide (DMF) and 50 ml CH3OH. The solvent is removed in vacuo, the residue is dissolved in 150 ml of anhydrous methanol and 1.53 g of sodium boron hydride are added portionwise at 10° C. The reaction mixture is stirred for 3 hours, the solvent is removed in vacuo and the residue is stirred with water. Filtration ... The reactants are CCOC(=O)CBr, O=C1CCN(C(=O)C=Cc2ccc(Cl)c(Cl)c2)CCN1. The product is CCOC(=O)CN1CCN(C(=O)C=Cc2ccc(Cl)c(Cl)c2)CCC1=O. As a reaction SMILES: [Br:21][CH2:22][C:23](=[O:24])[O:25][CH2:26][CH3:27].[Cl:1][c:2]1[cH:3][c:4]([CH:9]=[CH:10][C:11](=[O:12])[N:13]2[CH2:14][CH2:15][NH:16][C:17](=[O:20])[CH2:18][CH2:19]2)[cH:5][cH:6][c:7]1[Cl:8]>>[Cl:1][c:2]1[cH:3][c:4]([CH:9]=[CH:10][C:11](=[O:12])[N:13]2[CH2:14][CH2:15][N:16]([CH2:22][C:23](=[O:24])[O:25][CH2:26][CH3:27])[C:17](=[O:20])[CH2:18][CH2:19]2)[cH:5][cH:6][c:7]1[Cl:8]. The reactants are [BH4-], CCO, CC(C)[O-], CC(C)[O-], CC(C)[O-], CC(C)[O-], COc1cc(N2CCC(C(=O)Cn3nc(C(F)(F)F)cc3C)CC2)ccc1Cl, ClCCl, N, [NH4+], [Na+], [OH-], [Ti+4]. The product is COc1cc(N2CCC(C(N)Cn3nc(C(F)(F)F)cc3C)CC2)ccc1Cl. Reaction SMILES: [BH4-:30].[CH3:34][CH2:35][OH:36].[CH3:40][CH:41]([CH3:42])[O-:43].[CH3:45][CH:46]([CH3:47])[O-:48].[CH3:49][CH:50]([CH3:51])[O-:52].[CH3:53][CH:54]([CH3:55])[O-:56].[Cl:1][c:2]1[c:3]([O:27][CH3:28])[cH:4][c:5]([N:8]2[CH2:9][CH2:10][CH:11]([C:14]([CH2:15][n:16]3[n:17][c:18]([C:22]([F:23])([F:24])[F:25])[cH:19][c:20]3[CH3:21])=[O:26])[CH2:12][CH2:13]2)[cH:6][cH:7]1.[Cl:37][CH2:38][Cl:39].[NH3:29].[NH4+:33].[Na+:31].[OH-:32].[Ti+4:44]>>[Cl:1][c:2]1[c:3]([O:27][CH3:28])[cH:4][c:5]([N:8]2[CH2:9][CH2:10][CH:11]([CH:14]([CH2:15][n:16]3[n:17][c:18]([C:22]([F:23])([F:24])[F:25])[cH:19][c:20]3[CH3:21])[NH2:29])[CH2:12][CH2:13]2)[cH:6][cH:7]1. The reactants are C(C)(C)(C)OC(=O)N1CCNCC1 (N-tert-Butoxycarbonylpiperazine), CS(=O)(=O)Cl (Methanesulfonyl chloride). The solvent is N1=CC=CC=C1 (pyridine), N1=CC=CC=C1 (pyridine). Run at temperature 0 celsius, time 5 minute. Yields the product C(C)(C)(C)OC(=O)N1CCN(CC1)S(=O)(=O)C (N-tert-butoxycarbonyl-N'-methylsulfonylpiperazine). Isolated yield 90.8%. RXN SMILES: [C:1]([O:5][C:6]([N:8]1[CH2:13][CH2:12][NH:11][CH2:10][CH2:9]1)=[O:7])([CH3:4])([CH3:3])[CH3:2].[CH3:14][S:15](Cl)(=[O:17])=[O:16]>N1C=CC=CC=1>[C:1]([O:5][C:6]([N:8]1[CH2:13][CH2:12][N:11]([S:15]([CH3:14])(=[O:17])=[O:16])[CH2:10][CH2:9]1)=[O:7])([CH3:4])([CH3:2])[CH3:3]. Reported procedure: N-tert-Butoxycarbonylpiperazine (2.94 g, 16.0 mmol) was dissolved in pyridine (8 mL) under nitrogen and the solution cooled to 0° C. Methanesulfonyl chloride (1.5 mL, 19.3 mmol) was added. After 5 minutes, more pyridine was added (5 mL) and the reaction mixture was allowed to warm to ambient temperature. After 40 minutes, the pyridine was removed in vacuo. The residue was dissolved in ethyl acetate (250 mL), washed with 0.1M citric acid (3×125 mL), dried over magnesium sulfate, concentrated in v... Starting materials: N1CCC(CC1)C(=O)OCC (ethyl piperidine-4-carboxylate), C(C)N(C(C)C)C(C)C (N-ethyl-N-isopropylpropan-2-amine), C(N)(=O)C1=C(N=C(C(=N1)C1=CC=C(C=C1)C1=C(C=C(C=C1)CC(=O)O)Cl)C)C (2-(4′-(6-carbamoyl-3,5-dimethylpyrazin-2-yl)-2-chlorobiphenyl-4-yl)acetic acid), Cl.CN(CCCN=C=NCC)C (1-(3-Dimethylaminopropyl)-3-ethylcarbodiimide hydrochloride), N1(N=NC2=C1C=CC=C2)O (1H-benzo[d][1,2,3]triazol-1-ol), C(C)N(C(C)C)C(C)C (N-ethyl-N-isopropylpropan-2-amine). The solvent is CN(C)C=O (DMF), CN(C)C=O (DMF). Reaction conditions: time 20 hour. Product: C(N)(=O)C1=C(N=C(C(=N1)C1=CC=C(C=C1)C1=C(C=C(C=C1)CC(=O)N1CCC(CC1)C(=O)OCC)Cl)C)C (ethyl 1-(2-(4′-(6-carbamoyl-3,5-dimethylpyrazin-2-yl)-2-chlorobiphenyl-4-yl)acetyl)piperidine-4-carboxylate). Yield: 104.6%. RXN SMILES: [NH:1]1[CH2:6][CH2:5][CH:4]([C:7]([O:9][CH2:10][CH3:11])=[O:8])[CH2:3][CH2:2]1.C(N(C(C)C)C(C)C)C.[C:21]([C:24]1[N:29]=[C:28]([C:30]2[CH:35]=[CH:34][C:33]([C:36]3[CH:41]=[CH:40][C:39]([CH2:42][C:43](O)=[O:44])=[CH:38][C:37]=3[Cl:46])=[CH:32][CH:31]=2)[C:27]([CH3:47])=[N:26][C:25]=1[CH3:48])(=[O:23])[NH2:22].Cl.CN(C)CCCN=C=NCC.N1(O)C2C=CC=CC=2N=N1>CN(C=O)C>[C:21]([C:24]1[N:29]=[C:28]([C:30]2[CH:35]=[CH:34][C:33]([C:36]3[CH:41]=[CH:40][C:39]([CH2:42][C:43]([N:1]4[CH2:6][CH2:5][CH:4]([C:7]([O:9][CH2:10][CH3:11])=[O:8])[CH2:3][CH2:2]4)=[O:44])=[CH:38][C:37]=3[Cl:46])=[CH:32][CH:31]=2)[C:27]([CH3:47])=[N:26][C:25]=1[CH3:48])(=[O:23])[NH2:22] |f:3.4|. Reported procedure: A mixture of ethyl piperidine-4-carboxylate (90 mg, 0.57 mmol) and N-ethyl-N-isopropylpropan-2-amine (99 μL, 0.57 mmol) in DMF (342 μL) were treated with a solution of 2-(4′-(6-carbamoyl-3,5-dimethylpyrazin-2-yl)-2-chlorobiphenyl-4-yl)acetic acid (Example 1; 205 mg, 0.52 mmol), 1-(3-Dimethylaminopropyl)-3-ethylcarbodiimide hydrochloride (124 mg, 0.65 mmol), 1H-benzo[d][1,2,3]triazol-1-ol (70.0 mg, 0.52 mmol) and N-ethyl-N-isopropylpropan-2-amine (99 μL, 0.57 mmol) in DMF (2049 μL) at RT. The res...